describe an organic reaction: reactants, conditions, products, and yield From a dataset of the Open Reaction Database (ORD), a public repository of structured organic reaction records. Reactants: C1N2CN3CN1CN(C2)C3 (Hexamethylenetetramine), C1=CC(=CC=C1C(=O)CBr)F (2-bromo-4-fluoroacetophenone), Cl (HCl). Solvent: CCO (EtOH), C(Cl)(Cl)Cl (CHCl3). Run at time 16 hour. Product: Cl.NCC(=O)C1=CC=C(C=C1)F (2-amino-1-(4-fluorophenyl)ethanone hydrochloride). RXN SMILES: C1N2CN3[CH2:10][N:4](C2)CN1C3.[CH:11]1[C:16]([C:17](CBr)=[O:18])=[CH:15][CH:14]=[C:13]([F:21])[CH:12]=1.[ClH:22]>C(Cl)(Cl)Cl.CCO>[ClH:22].[NH2:4][CH2:10][C:17]([C:16]1[CH:15]=[CH:14][C:13]([F:21])=[CH:12][CH:11]=1)=[O:18] |f:5.6|. Procedure details: Hexamethylenetetramine (1.42 g, 10.1 mmol) was added dropwise over 30 min to a solution of 2-bromo-4-fluoroacetophenone (2.0 g, 9.2 mmol) in dry CHCl3 (40 mL) at 0° C. The reaction mixture was allowed to warm up to room temperature and stirred for 16 h. After completion of the reaction the solid precipitate formed was collected by filtration and washed with CHCl3. The solid obtained was suspended in EtOH (40 mL) and conc. HCl (4 mL) was added. The mixture was heated to 80° C. for 3 h, cooled to ... The reactants are COc1ccc(C(C)(O[Si](C)(C)C)C(F)(F)F)c(CCOC(C)=O)c1, CCCC[N+](CCCC)(CCCC)CCCC, [F-], C1CCOC1, O. Product: COc1ccc(C(C)(O)C(F)(F)F)c(CCOC(C)=O)c1. RXN SMILES: [CH3:1][O:2][c:3]1[cH:4][cH:5][c:6]([C:15]([C:16]([F:17])([F:18])[F:19])([O:20][Si:21]([CH3:22])([CH3:23])[CH3:24])[CH3:25])[c:7]([CH2:9][CH2:10][O:11][C:12]([CH3:13])=[O:14])[cH:8]1.[CH3:27][CH2:28][CH2:29][CH2:30][N+:31]([CH2:32][CH2:33][CH2:34][CH3:35])([CH2:36][CH2:37][CH2:38][CH3:39])[CH2:40][CH2:41][CH2:42][CH3:43].[F-:26].[O:45]1[CH2:46][CH2:47][CH2:48][CH2:49]1.[OH2:44]>>[CH3:1][O:2][c:3]1[cH:4][cH:5][c:6]([C:15]([C:16]([F:17])([F:18])[F:19])([OH:20])[CH3:25])[c:7]([CH2:9][CH2:10][O:11][C:12]([CH3:13])=[O:14])[cH:8]1. Starting materials: C(CCCCC)C1=CC=CC=C1 (1-hexylbenzene), ClS(=O)(=O)O (chlorosulfonic acid). Run in C(Cl)(Cl)Cl (CHCl3). Conditions: time 20 hour. The product is C(CCCCC)C1=CC=C(C=C1)S(=O)(=O)Cl (p-Hexylbenzenesulfonyl Chloride). Isolated yield 81.0%. As a reaction SMILES: [CH2:1]([C:7]1[CH:12]=[CH:11][CH:10]=[CH:9][CH:8]=1)[CH2:2][CH2:3][CH2:4][CH2:5][CH3:6].[Cl:13][S:14](O)(=[O:16])=[O:15]>C(Cl)(Cl)Cl>[CH2:1]([C:7]1[CH:8]=[CH:9][C:10]([S:14]([Cl:13])(=[O:16])=[O:15])=[CH:11][CH:12]=1)[CH2:2][CH2:3][CH2:4][CH2:5][CH3:6]. Reported procedure: To a solution of 1-hexylbenzene (5.00 g, 30.8 mmol) in CHCl3 (50 mL) was added chlorosulfonic acid (17 mL, 29.8 g, 256 mmol) and the mixture was stirred at rt for 20 h. The mixture was poured on ice (200 mL) and extracted with EtOAc (3×100 mL). The combined extracts were washed with water, a solution of NaHCO3, and water, dried (Na2SO4), and concentrated in vacuo. The yellow oily residue (ca 81% yield) was used without further purification in the next reaction; 1H NMR (300 MHz, CDCl3) δ 0.88 (t,... Reactants: Cl.CNOC (N,O-Dimethylhydroxylamine hydrochloride), COC=1C=C(C(=O)O)C=CC1C(F)(F)F (3-methoxy-4-(trifluoromethyl)benzoic acid), ON1N=NC2=C1C=CC=C2 (1-hydroxybenzotriazole), Cl.CN(CCCN=C=NCC)C (1-(3-dimethylaminopropyl)-3-ethylcarbodiimide hydrochloride), C(C)(C)N(C(C)C)CC (N,N-diisopropylethylamine), C(O)([O-])=O.[Na+] (sodium hydrogen carbonate). The solvent is ClCCl (dichloromethane). Run at time 18 hour. Yields the product COC=1C=C(C(=O)N(C)OC)C=CC1C(F)(F)F (3-methoxy-N-methoxy-N-methyl-4-(trifluoromethyl)-benzamide). Isolated yield 91.2%. As a reaction SMILES: Cl.[CH3:2][NH:3][O:4][CH3:5].[CH3:6][O:7][C:8]1[CH:9]=[C:10]([CH:14]=[CH:15][C:16]=1[C:17]([F:20])([F:19])[F:18])[C:11]([OH:13])=O.ON1C2C=CC=CC=2N=N1.Cl.CN(C)CCCN=C=NCC.C(N(CC)C(C)C)(C)C.C(=O)([O-])O.[Na+]>ClCCl>[CH3:6][O:7][C:8]1[CH:9]=[C:10]([CH:14]=[CH:15][C:16]=1[C:17]([F:20])([F:19])[F:18])[C:11]([N:3]([O:4][CH3:5])[CH3:2])=[O:13] |f:0.1,4.5,7.8|. Procedure details: N,O-Dimethylhydroxylamine hydrochloride (5.37 g) was added to a mixture of 3-methoxy-4-(trifluoromethyl)benzoic acid (11.0 g), 1-hydroxybenzotriazole (6.76 g), 1-(3-dimethylaminopropyl)-3-ethylcarbodiimide hydrochloride (9.59 g) and N,N-diisopropylethylamine (9.6 ml) in dichloromethane (200 ml), and the whole was stirred at room temperature for 18 hours. Saturated aqueous sodium hydrogen carbonate solution was added to the mixture and the organic layer was separated, dried over magnesium sulfate... Reactants: C(C)(=O)N[C@@H](CC(C)C)C1=C(C=CC=C1)N1CCCCC1 (N-acetyl-N-[(S)-1-(2-piperidino-phenyl)-3-methyl-1-butyl]-amine), N (ammonia). Solvent: Cl (hydrochloric acid). Yields the product N1(CCCCC1)C1=C(C=CC=C1)[C@H](CC(C)C)N ((S)-1-(2-Piperidino-phenyl)-3-methyl-1-butylamine). RXN SMILES: C([NH:4][C@H:5]([C:10]1[CH:15]=[CH:14][CH:13]=[CH:12][C:11]=1[N:16]1[CH2:21][CH2:20][CH2:19][CH2:18][CH2:17]1)[CH2:6][CH:7]([CH3:9])[CH3:8])(=O)C.N>Cl>[N:16]1([C:11]2[CH:12]=[CH:13][CH:14]=[CH:15][C:10]=2[C@@H:5]([NH2:4])[CH2:6][CH:7]([CH3:8])[CH3:9])[CH2:21][CH2:20][CH2:19][CH2:18][CH2:17]1. Procedure: 1 g (3.47 mMol) of N-acetyl-N-[(S)-1-(2-piperidino-phenyl)-3-methyl-1-butyl]-amine (melting point: 128-133° C.; ee=99.4%] are refluxed in 10 ml of concentrated hydrochloric acid for 5.5 hours, then cooled and poured into a mixture of concentrated ammonia and ice. The mixture is extracted twice with ethyl acetate, the organic phase is washed with water, dried and filtered and then evaporated down in vacuo.